From a dataset of the Open Reaction Database (ORD), a public repository of structured organic reaction records. describe an organic reaction: reactants, conditions, products, and yield Starting materials: CC(C)(C)[O-], Cc1ccc(NS(=O)(=O)CCCCCl)c(Cl)c1, [K+], CN(C)C=O, O. Product: Cc1ccc(N2CCCCS2(=O)=O)c(Cl)c1. Reaction SMILES: [CH3:18][C:19]([CH3:20])([O-:21])[CH3:22].[Cl:1][c:2]1[c:3]([NH:4][S:5](=[O:6])(=[O:7])[CH2:8][CH2:9][CH2:10][CH2:11][Cl:12])[cH:13][cH:14][c:15]([CH3:17])[cH:16]1.[K+:23].[O:25]=[CH:26][N:27]([CH3:28])[CH3:29].[OH2:24]>>[Cl:1][c:2]1[c:3]([N:4]2[S:5](=[O:6])(=[O:7])[CH2:8][CH2:9][CH2:10][CH2:11]2)[cH:13][cH:14][c:15]([CH3:17])[cH:16]1.